Dataset: the Open Reaction Database (ORD), a public repository of structured organic reaction records. Task: describe an organic reaction: reactants, conditions, products, and yield The reactants are Cl(=O)[O-].[Na+] (sodium chlorite), OC1=CC(=C(C=O)C=C1)OC (4-Hydroxy-2-methoxybenzaldehyde), Cl (hydrochloric acid), S(=O)([O-])[O-].[Na+].[Na+] (sodium sulfite), BrCCCC (1-bromobutane), aldehyde, P(=O)(O)(O)[O-].[Na+] (sodium dihydrogen phosphate), S(O)(O)(=O)=O (sulfuric acid). Run in O (water), O1CCOCC1 (dioxane). Reaction conditions: temperature 10 celsius, time 15 minute. The product is C(CCC)OC1=CC(=C(C(=O)O)C=C1)OC (4-Butoxy-2-methoxybenzoic acid). As a reaction SMILES: [OH:1][C:2]1[CH:9]=[CH:8][C:5]([CH:6]=[O:7])=[C:4]([O:10][CH3:11])[CH:3]=1.Br[CH2:13][CH2:14][CH2:15][CH3:16].P([O-])(O)(O)=[O:18].[Na+].S(=O)(=O)(O)O.Cl([O-])=O.[Na+].S([O-])([O-])=O.[Na+].[Na+].Cl>O1CCOCC1.O>[CH2:13]([O:1][C:2]1[CH:9]=[CH:8][C:5]([C:6]([OH:18])=[O:7])=[C:4]([O:10][CH3:11])[CH:3]=1)[CH2:14][CH2:15][CH3:16] |f:2.3,5.6,7.8.9|. Procedure details: 4-Hydroxy-2-methoxybenzaldehyde was alkylated with 1-bromobutane by method H. The resulting aldehyde (6.4 g) in dioxane (100 ml) was mixed with sodium dihydrogen phosphate (14.4 g) and sulfuric acid (2.4 ml), and the solution was cooled to 10° C. A solution of sodium chlorite (3.61 g) in water (100 ml) was added in such a way that the temperature did not exceed 10° C. 15 minutes after the addition was complete, sodium sulfite (4.6 g) was added. After a further 15 minutes, the pH was adjusted to ... Starting materials: BrB(Br)Br, CCN(C(=O)Cn1c(=O)n(C)c2nc(-c3ccccc3)ncc21)c1ccc(OC)cc1, ClCCl, O. Yields the product CCN(C(=O)Cn1c(=O)n(C)c2nc(-c3ccccc3)ncc21)c1ccc(O)cc1. RXN SMILES: [B:32]([Br:33])([Br:34])[Br:35].[CH3:1][O:2][c:3]1[cH:4][cH:5][c:6]([N:9]([C:10]([CH2:11][n:12]2[c:13](=[O:28])[n:14]([CH3:27])[c:15]3[n:16][c:17](-[c:21]4[cH:22][cH:23][cH:24][cH:25][cH:26]4)[n:18][cH:19][c:20]23)=[O:29])[CH2:30][CH3:31])[cH:7][cH:8]1.[Cl:37][CH2:38][Cl:39].[OH2:36]>>[OH:2][c:3]1[cH:4][cH:5][c:6]([N:9]([C:10]([CH2:11][n:12]2[c:13](=[O:28])[n:14]([CH3:27])[c:15]3[n:16][c:17](-[c:21]4[cH:22][cH:23][cH:24][cH:25][cH:26]4)[n:18][cH:19][c:20]23)=[O:29])[CH2:30][CH3:31])[cH:7][cH:8]1.